From a dataset of the Open Reaction Database (ORD), a public repository of structured organic reaction records. describe an organic reaction: reactants, conditions, products, and yield Starting materials: Nc1cccc(OCc2ccccc2)c1, C1CCOC1, CCOC(C)=O, O=C(Cl)Oc1ccccc1, CN(C)C=O, c1ccncc1. Product: O=C(Nc1cccc(OCc2ccccc2)c1)Oc1ccccc1. RXN SMILES: [CH2:11]([c:12]1[cH:13][cH:14][cH:15][cH:16][cH:17]1)[O:18][c:19]1[cH:20][c:21]([NH2:22])[cH:23][cH:24][cH:25]1.[CH2:38]1[O:39][CH2:40][CH2:41][CH2:42]1.[CH3:32][CH2:33][O:34][C:35](=[O:36])[CH3:37].[Cl:1][C:2](=[O:3])[O:4][c:5]1[cH:6][cH:7][cH:8][cH:9][cH:10]1.[O:43]=[CH:44][N:45]([CH3:46])[CH3:47].[cH:26]1[cH:27][cH:28][n:29][cH:30][cH:31]1>>[C:2](=[O:3])([O:4][c:5]1[cH:6][cH:7][cH:8][cH:9][cH:10]1)[NH:22][c:21]1[cH:20][c:19]([O:18][CH2:11][c:12]2[cH:13][cH:14][cH:15][cH:16][cH:17]2)[cH:25][cH:24][cH:23]1. Reactants: C(C)OC1=C(N)C=CC(=C1)[N+](=O)[O-] (2-ethoxy-4-nitroaniline), C1(C=2C(C(=O)O1)=CC=CC2)=O (phthalic anhydride), O (water). Run in C(C)(=O)O (acetic acid). Product: C(C)OC1=C(C=CC(=C1)[N+](=O)[O-])N1C(C2=CC=CC=C2C1=O)=O (2-(2-ethoxy-4-nitrophenyl)-1H-isoindol-1,3-(2H)-dione). The yield is 83.6%. RXN SMILES: [CH2:1]([O:3][C:4]1[CH:10]=[C:9]([N+:11]([O-:13])=[O:12])[CH:8]=[CH:7][C:5]=1[NH2:6])[CH3:2].[C:14]1(=O)[O:19][C:17](=[O:18])[C:16]2=[CH:20][CH:21]=[CH:22][CH:23]=[C:15]12.O>C(O)(=O)C>[CH2:1]([O:3][C:4]1[CH:10]=[C:9]([N+:11]([O-:13])=[O:12])[CH:8]=[CH:7][C:5]=1[N:6]1[C:17](=[O:18])[C:16]2[C:15](=[CH:23][CH:22]=[CH:21][CH:20]=2)[C:14]1=[O:19])[CH3:2]. Reported procedure: A stirred mixture of 15.0 g (10.1 mole) of 2-ethoxy-4-nitroaniline and 13.4 g (0.09 mole) of phthalic anhydride in 100 ml of glacial acetic acid was heated at reflux for approximately 18 hours. The reaction mixture was cooled then poured into 700 ml of water to produce a solid which was collected by filtration. The solid was dissolved in methylene chloride, and the resultant solution washed first with an aqueous 10% potassium carbonate solution followed by an aqueous sodium chloride solution. Th... The reactants are C(C)(C)(C)C1=CC=C(C(=O)CCC(=O)O)C=C1 (3-(4-tert-butylbenzoyl)propionic acid), C([O-])(O)=O.[Na+] (sodium bicarbonate), BrBr (bromine), S1C(=CC=C1)CC(=O)O (thiolacetic acid), N-hydroxysuccinimide ester, N1[C@H](C(=O)O)CCC1 (L-proline), C[O-].[Na+] (sodium methoxide). Run in C(C)O (ethanol), C(C)O.O (ethanol water), O (water), C(C)(=O)O (acetic acid), C(C)(=O)O (acetic acid). Run at time 8 hour. Yields the product C(C)(C)(C)C1=CC=C(C(=O)CCC(=O)N2[C@H](C(=O)O)CCC2)C=C1 (1-[3-(4-tert-butylbenzoyl)propionyl]-L-proline). RXN SMILES: [C:1]([C:5]1[CH:17]=[CH:16][C:8]([C:9]([CH2:11][CH2:12][C:13]([OH:15])=O)=[O:10])=[CH:7][CH:6]=1)([CH3:4])([CH3:3])[CH3:2].[NH:18]1[CH2:25][CH2:24][CH2:23][C@H:19]1[C:20]([OH:22])=[O:21].C(=O)(O)[O-].[Na+].BrBr.C[O-].[Na+].S1C=CC=C1CC(O)=O>O.C(O)(=O)C.C(O)C.C(O)C.O>[C:1]([C:5]1[CH:6]=[CH:7][C:8]([C:9]([CH2:11][CH2:12][C:13]([N:18]2[CH2:25][CH2:24][CH2:23][C@H:19]2[C:20]([OH:22])=[O:21])=[O:15])=[O:10])=[CH:16][CH:17]=1)([CH3:2])([CH3:3])[CH3:4] |f:2.3,5.6,11.12|. Procedure: As for example 85, 14 g. of 3-(4-tert-butylbenzoyl)-propionic acid is reacted with 6.9 g. of N-hydroxysuccinimide in the presence of 12.36 g. of N,N-dicyclohexylcarbodiimide to give 15.5 g. of 3-(4-tert-butylbenzoyl)propionic acid, N-hydroxysuccinimide ester, m.p. 135°-138° C. The preceding compound is added to a solution of 8.05 g. of L-proline and 11.76 g. of sodium bicarbonate in 400 ml. of ethanol-water (1:1). The mixture is stirred overnight, filtered and the filtrate concentrated under vac... Reactants: ClC=1C=C2C(=NC1)N(C=C2C2=NC=C(C(=N2)N[C@@H]2C[C@@](CCC2)(O)CS(=O)(=O)C)F)S(=O)(=O)C2=CC=C(C)C=C2 ((1R,3S)-3-(2-(5-chloro-1-tosyl-1H-pyrrolo[2,3-b]pyridin-3-yl)-5-fluoropyrimidin-4-ylamino)-1-(methylsulfonylmethyl)cyclohexanol), ClC=1C=C2C(=NC1)N(C=C2C2=NC=C(C(=N2)N[C@@H]2C[C@@](CCC2)(O)CS(=O)(=O)C)F)S(=O)(=O)C2=CC=C(C)C=C2 ((1R,3S)-3-(2-(5-chloro-1-tosyl-1H-pyrrolo[2,3-b]pyridin-3-yl)-5-fluoropyrimidin-4-ylamino)-1-(methylsulfonylmethyl)cyclohexanol), C[O-].[Na+] (NaOMe). The solvent is CO (MeOH). Conditions: time 5 minute. Yields the product ClC=1C=C2C(=NC1)NC=C2C2=NC=C(C(=N2)N[C@@H]2C[C@@](CCC2)(O)CS(=O)(=O)C)F ((1R,3S)-3-(2-(5-chloro-1H-pyrrolo[2,3-b]pyridin-3-yl)-5-fluoropyrimidin-4-ylamino)-1-(methylsulfonylmethyl)cyclohexanol). Reaction SMILES: [Cl:1][C:2]1[CH:3]=[C:4]2[C:10]([C:11]3[N:16]=[C:15]([NH:17][C@H:18]4[CH2:23][CH2:22][CH2:21][C@@:20]([CH2:25][S:26]([CH3:29])(=[O:28])=[O:27])([OH:24])[CH2:19]4)[C:14]([F:30])=[CH:13][N:12]=3)=[CH:9][N:8](S(C3C=CC(C)=CC=3)(=O)=O)[C:5]2=[N:6][CH:7]=1.C[O-].[Na+]>CO>[Cl:1][C:2]1[CH:3]=[C:4]2[C:10]([C:11]3[N:16]=[C:15]([NH:17][C@H:18]4[CH2:23][CH2:22][CH2:21][C@@:20]([CH2:25][S:26]([CH3:29])(=[O:28])=[O:27])([OH:24])[CH2:19]4)[C:14]([F:30])=[CH:13][N:12]=3)=[CH:9][NH:8][C:5]2=[N:6][CH:7]=1 |f:1.2|. Reported procedure: To a solution of (1R,3S)-3-(2-(5-chloro-1-tosyl-1H-pyrrolo[2,3-b]pyridin-3-yl)-5-fluoropyrimidin-4-ylamino)-1-(methylsulfonylmethyl)cyclohexanol, 49f, (0.045 g, 0.074 mmol) in MeOH (2 mL) was added NaOMe (2 mL of 25% w/v, 9.255 mmol). The reaction mixture was allowed to stir at room temperature for 5 minutes, after which the mixture was quenched with the addition of aqueous saturated NH4Cl solution and then diluted with EtOAc. The layers were separated and the organic was washed with brine, drie... Starting materials: OC=1C=C(/C=C/C=2SC3=C(N2)C=CC=C3)C=CC1 (2-(trans-3-hydroxystyryl) benzothiazole). The reagents and catalysts are [C].[Pd] (palladium-carbon). The solvent is C(C)O (ethanol). Conditions: time 3 hour. The product is OC=1C=C(C=CC1)CCC=1SC2=C(N1)C=CC=C2 (2-[2-(3-hydroxyphenyl)ethyl]benzothiazole). Yield: 90.9%. RXN SMILES: [OH:1][C:2]1[CH:3]=[C:4]([CH:16]=[CH:17][CH:18]=1)/[CH:5]=[CH:6]/[C:7]1[S:8][C:9]2[CH:15]=[CH:14][CH:13]=[CH:12][C:10]=2[N:11]=1>C(O)C.[C].[Pd]>[OH:1][C:2]1[CH:3]=[C:4]([CH2:5][CH2:6][C:7]2[S:8][C:9]3[CH:15]=[CH:14][CH:13]=[CH:12][C:10]=3[N:11]=2)[CH:16]=[CH:17][CH:18]=1 |f:2.3|. Procedure details: A mixture of 6.0 g of 2-(trans-3-hydroxystyryl) benzothiazole and 0.5 g of 5% palladium-carbon in 80 ml of ethanol was stirred under hydrogen gas stream under normal pressure at 50° to 60° C. for 3 hours. After completion of the reaction, the catalyst was filtered off and the filtrate was evaporated under reduced pressure to obtain 5.5 g (yield 92%) of the title compound as pale gray crystals.